This data is from the Open Reaction Database (ORD), a public repository of structured organic reaction records. The task is: describe an organic reaction: reactants, conditions, products, and yield Starting materials: N#Cc1ccc2c(c1)CC(=O)N2, COc1cc2c(Cl)ncnc2cc1OCCCN1CCOCC1, Cl, [H-], [Na+], CN(C)C=O, O. Product: COc1cc2c(C3C(=O)Nc4ccc(C#N)cc43)ncnc2cc1OCCCN1CCOCC1, Cl. Reaction SMILES: [C:1](#[N:2])[c:3]1[cH:4][c:5]2[c:9]([cH:10][cH:11]1)[NH:8][C:7](=[O:12])[CH2:6]2.[Cl:15][c:16]1[n:17][cH:18][n:19][c:20]2[cH:21][c:22]([O:28][CH2:29][CH2:30][CH2:31][N:32]3[CH2:33][CH2:34][O:35][CH2:36][CH2:37]3)[c:23]([O:26][CH3:27])[cH:24][c:25]12.[ClH:38].[H-:13].[Na+:14].[O:39]=[CH:40][N:41]([CH3:42])[CH3:43].[OH2:44]>>[C:1](#[N:2])[c:3]1[cH:4][c:5]2[c:9]([cH:10][cH:11]1)[NH:8][C:7](=[O:12])[CH:6]2[c:16]1[n:17][cH:18][n:19][c:20]2[cH:21][c:22]([O:28][CH2:29][CH2:30][CH2:31][N:32]3[CH2:33][CH2:34][O:35][CH2:36][CH2:37]3)[c:23]([O:26][CH3:27])[cH:24][c:25]12.[ClH:15]. The reactants are CC(C)C[AlH]CC(C)C (DIBALH), COC(=O)C=1OC2=C(C1)C=CC(=C2)OC=2SC=1C(=NC=CC1)N2 (6-(thiazolo[4,5-b]pyridin-2-yloxy)-benzofuran-2-carboxylic acid methyl ester), [C@@H]([C@H](C(=O)[O-])O)(C(=O)[O-])O.[Na+].[K+] (Rochelle's salt). Run in C(Cl)Cl (DCM). Conditions: temperature 0 celsius, time 1 hour. The product is S1C(=NC2=NC=CC=C21)OC2=CC1=C(C(=CO1)CO)C=C2 ([6-(Thiazolo[4,5-b]pyridin-2-yloxy)-benzofuran-3-yl]-methanol). Yield: 90.0%. Reaction SMILES: COC([C:5]1[O:6][C:7]2[CH:13]=[C:12]([O:14][C:15]3[S:16][C:17]4[C:18]([N:23]=3)=[N:19][CH:20]=[CH:21][CH:22]=4)[CH:11]=[CH:10][C:8]=2[CH:9]=1)=O.CC(C[AlH]CC(C)C)C.[C@H](O)(C([O-])=O)[C@@H](O)[C:35]([O-])=[O:36].[Na+].[K+]>C(Cl)Cl>[S:16]1[C:17]2[C:18](=[N:19][CH:20]=[CH:21][CH:22]=2)[N:23]=[C:15]1[O:14][C:12]1[CH:11]=[CH:10][C:8]2[C:9]([CH2:35][OH:36])=[CH:5][O:6][C:7]=2[CH:13]=1 |f:2.3.4|. Procedure: To a cooled (0° C.) solution of 6-(thiazolo[4,5-b]pyridin-2-yloxy)-benzofuran-2-carboxylic acid methyl ester (6.0 g, 18.3 mmol) in DCM (183 mL) was added DIBALH (1 M in THF, 54.8 mL, 54.8 g, 54.8 mmol) and the reaction mixture was stirred (0° C., 1 h). The reaction mixture was treated with saturated aqueous Rochelle's salt (100 mL) and partitioned with DCM (50 mL). The organic layer was separated and the aqueous layer was extracted with DCM (2×100 mL). The organic layer was dried, filtered and c... Reactants: O=C1CCN(Cc2ccccc2)CC1, CC(C)(C)[O-], CN(C)C=O, CC#N, NC(=O)c1ccc(CCl)cc1, [I-], [K+], [K+], O, CCOP(OCC)OCC. Yields the product NC(=O)c1ccc(C=C2CCN(Cc3ccccc3)CC2)cc1. As a reaction SMILES: [CH2:24]([c:25]1[cH:26][cH:27][cH:28][cH:29][cH:30]1)[N:31]1[CH2:32][CH2:33][C:34](=[O:37])[CH2:35][CH2:36]1.[CH3:38][C:39]([CH3:40])([O-:41])[CH3:42].[CH3:45][N:46]([CH3:47])[CH:48]=[O:49].[CH3:50][C:51]#[N:52].[Cl:1][CH2:2][c:3]1[cH:4][cH:5][c:6]([C:7](=[O:8])[NH2:9])[cH:10][cH:11]1.[I-:23].[K+:22].[K+:43].[OH2:44].[P:12]([O:13][CH2:14][CH3:15])([O:16][CH2:17][CH3:18])[O:19][CH2:20][CH3:21]>>[CH:2]([c:3]1[cH:4][cH:5][c:6]([C:7](=[O:8])[NH2:9])[cH:10][cH:11]1)=[C:34]1[CH2:33][CH2:32][N:31]([CH2:24][c:25]2[cH:26][cH:27][cH:28][cH:29][cH:30]2)[CH2:36][CH2:35]1. Reactants: CO[C@@H](C(=O)O)CC(=O)O ((R)-methoxy-succinic acid), C(C)(=O)Cl (acetyl chloride). Yields the product CO[C@H]1C(OC(C1)=O)=O ((R)-3-methoxy-dihydro-furan-2,5-dione). As a reaction SMILES: [CH3:1][O:2][C@H:3]([CH2:7][C:8]([OH:10])=[O:9])[C:4]([OH:6])=O.C(Cl)(=O)C>>[CH3:1][O:2][C@@H:3]1[CH2:7][C:8](=[O:9])[O:10][C:4]1=[O:6]. Procedure details: 260 mg (1.76 mmol) (R)-methoxy-succinic acid are stirred together with 5 ml acetyl chloride for 2 days at RT, then the acetyl chloride is eliminated by rotary evaporation in vacuo. The reactants are C(C)(C)(C)C1=NC2=C(N1CC1CCC(CC1)(F)F)C=CC(=C2)S(=O)(=O)Cl (2-tert-butyl-1-[(4,4-difluorocyclohexyl)methyl]-1H-benzimidazole-5-sulfonyl chloride), C(C)(C)N(C(C)C)CC (N,N-diisopropylethylamine), Cl.N1CC(OCC1)C(=O)O (morpholine-2-carboxylic acid hydrochloride). The solvent is C(Cl)Cl (methylene chloride). The product is C(C)(C)(C)C1=NC2=C(N1CC1CCC(CC1)(F)F)C=CC(=C2)S(=O)(=O)N2CC(OCC2)C(=O)O (4-({2-tert-butyl-1-[(4,4-difluorocyclohexyl)methyl]-1H-benzimidazol-5-yl}sulfonyl)morpholine-2-carboxylic acid). The yield is 75.1%. Reaction SMILES: [C:1]([C:5]1[N:9]([CH2:10][CH:11]2[CH2:16][CH2:15][C:14]([F:18])([F:17])[CH2:13][CH2:12]2)[C:8]2[CH:19]=[CH:20][C:21]([S:23](Cl)(=[O:25])=[O:24])=[CH:22][C:7]=2[N:6]=1)([CH3:4])([CH3:3])[CH3:2].C(N(CC)C(C)C)(C)C.Cl.[NH:37]1[CH2:42][CH2:41][O:40][CH:39]([C:43]([OH:45])=[O:44])[CH2:38]1>C(Cl)Cl>[C:1]([C:5]1[N:9]([CH2:10][CH:11]2[CH2:16][CH2:15][C:14]([F:18])([F:17])[CH2:13][CH2:12]2)[C:8]2[CH:19]=[CH:20][C:21]([S:23]([N:37]3[CH2:42][CH2:41][O:40][CH:39]([C:43]([OH:45])=[O:44])[CH2:38]3)(=[O:25])=[O:24])=[CH:22][C:7]=2[N:6]=1)([CH3:4])([CH3:3])[CH3:2] |f:2.3|. Procedure details: Following the same procedure in Example 1, Step A, using 2-tert-butyl-1-[(4,4-difluorocyclohexyl)methyl]-1H-benzimidazole-5-sulfonyl chloride (1.6 g, 4 mmol), N,N-diisopropylethylamine (3.5 mL, 20 mmol) and morpholine-2-carboxylic acid hydrochloride (1.0 g, 6 mmol) in methylene chloride (10 mL). Obtained 1.5 g of crude product which was carried over to step A. 1H NMR (400 MHz, METHANOL-D4) δ 1.53 (d, J=13.67 Hz, 2 H), 1.59 (s, 12 H), 1.63-1.78 (m, 6 H), 1.98-2.12 (m, 3 H), 3.22 (q, J=7.36 Hz, 1 ... The reactants are Cc1cc(Nc2ncnc3cccc(F)c23)ccc1O, Fc1cccc2ncnc(Cl)c12, Nc1ccc(O)c(Cl)c1. Product: Oc1ccc(Nc2ncnc3cccc(F)c23)cc1Cl. As a reaction SMILES: [CH3:22][c:23]1[cH:24][c:25]([NH:26][c:27]2[c:28]3[c:29]([cH:30][cH:31][cH:32][c:33]3[F:34])[n:35][cH:36][n:37]2)[cH:38][cH:39][c:40]1[OH:41].[Cl:1][c:2]1[n:3][cH:4][n:5][c:6]2[cH:7][cH:8][cH:9][c:10]([F:12])[c:11]12.[NH2:13][c:14]1[cH:15][c:16]([Cl:21])[c:17]([OH:20])[cH:18][cH:19]1>>[c:2]1([NH:13][c:14]2[cH:15][c:16]([Cl:21])[c:17]([OH:20])[cH:18][cH:19]2)[n:3][cH:4][n:5][c:6]2[cH:7][cH:8][cH:9][c:10]([F:12])[c:11]12. Starting materials: ClC1=CC=C(N)C=C1 (p-chloroaniline), Cl (hydrochloric acid), C1COC(=O)N1P(=O)(N2CCOC2=O)Cl (BOP-Cl), N(C1=CC=CC=C1)C=1OCC(C1C(=O)O)=O (2-anilino-4-oxo-3-furoic acid). Run in C(Cl)Cl (methylene chloride), C(C)N(CC)CC (triethylamine), O (water), C(Cl)Cl (methylene chloride), C(Cl)Cl (methylene chloride), C(C)N(CC)CC (triethylamine). Conditions: time 45 minute. Product: C1(=CC=CC=C1)NC(=O)C=1C(OCC1NC1=CC=C(C=C1)Cl)=O (N-Phenyl-2,5-dihydro-2-oxo-4-[N-(p-chlorophenyl)amino]-3-furancarboxamide). Reaction SMILES: [NH:1]([C:8]1[O:9][CH2:10][C:11](=O)[C:12]=1[C:13]([OH:15])=[O:14])[C:2]1[CH:7]=[CH:6][CH:5]=[CH:4][CH:3]=1.C1N(P(Cl)(N2C(=O)OCC2)=O)C(=O)OC1.[Cl:32][C:33]1[CH:39]=[CH:38][C:36]([NH2:37])=[CH:35][CH:34]=1.Cl>C(Cl)Cl.O.C(N(CC)CC)C>[C:2]1([NH:1][C:8]([C:12]2[C:13](=[O:15])[O:14][CH2:10][C:11]=2[NH:37][C:36]2[CH:38]=[CH:39][C:33]([Cl:32])=[CH:34][CH:35]=2)=[O:9])[CH:7]=[CH:6][CH:5]=[CH:4][CH:3]=1. Reported procedure: Under nitrogen atmosphere, 8.5 ml of triethylamine was added dropwise over a period of 40 min to a solution of 2-anilino-4-oxo-3-furoic acid (13.37 grams, 0.061 mol) in 110 ml methylene chloride at 0° C. Then BOP-Cl was added in one portion and the mixture was stirred at 0°-5° C. for 45 min. A solution of p-chloroaniline (7.8 grams, 61 mmol) in 50 ml methylene chloride was added rapidly over 10 min followed by the dropwise addition (1.5 hours) of a solution of triethylamine (8.5 ml) in 10 ml met... The reactants are NC(C(O)C1=CC=CC=C1)CC(C)C ((1RS,2SR)-2-amino-4-methyl-1-phenylpentane-1-ol), ClCCCN1CCCCC1 (1-(3-chloropropyl)piperidine), Cl (hydrochloric acid). Run in C(C)O (ethanol). Yields the product Cl.Cl.CC(CC(C(O)C1=CC=CC=C1)NCCCN1CCCCC1)C ((1RS,2SR)-4-methyl-1-phenyl-2-(3-piperidino-propylamino)pentane-1-ol dihydrochloride). The yield is 72.0%. As a reaction SMILES: [NH2:1][CH:2]([CH2:11][CH:12]([CH3:14])[CH3:13])[CH:3]([C:5]1[CH:10]=[CH:9][CH:8]=[CH:7][CH:6]=1)[OH:4].[Cl:15][CH2:16][CH2:17][CH2:18][N:19]1[CH2:24][CH2:23][CH2:22][CH2:21][CH2:20]1.[ClH:25]>C(O)C>[ClH:15].[ClH:25].[CH3:13][CH:12]([CH3:14])[CH2:11][CH:2]([NH:1][CH2:16][CH2:17][CH2:18][N:19]1[CH2:24][CH2:23][CH2:22][CH2:21][CH2:20]1)[CH:3]([C:5]1[CH:10]=[CH:9][CH:8]=[CH:7][CH:6]=1)[OH:4] |f:4.5.6|. Procedure: A mixture of (1RS,2SR)-2-amino-4-methyl-1-phenylpentane-1-ol (40.6 g, 210 mmol) and 1-(3-chloropropyl)piperidine (34.0 g, 210 mmol) was melted together at 50° to 70° C. in a nitrogen atmosphere. The mixture was then heated on an oil bath of 110° to 120° C. for 3 hours. After being cooled, the reaction mixture was dissolved with heating in ethanol (750 ml), followed by addition of concentrated hydrochloric acid (17 ml). The mixture was cooled and precipitated crystals were collected by filtration... Reactants: CCCNCCC, CS(C)=O, Cc1cc(C)c(-c2c3nc(C)cc(Cl)c3n3ccccc23)c(C)c1, O. The product is CCCN(CCC)c1cc(C)nc2c(-c3c(C)cc(C)cc3C)c3ccccn3c12. RXN SMILES: [CH2:25]([CH2:26][CH3:27])[NH:28][CH2:29][CH2:30][CH3:31].[CH3:32][S:33]([CH3:34])=[O:35].[Cl:1][c:2]1[cH:3][c:4]([CH3:24])[n:5][c:6]2[c:7](-[c:15]3[c:16]([CH3:23])[cH:17][c:18]([CH3:22])[cH:19][c:20]3[CH3:21])[c:8]3[cH:9][cH:10][cH:11][cH:12][n:13]3[c:14]12.[OH2:36]>>[c:2]1([N:28]([CH2:25][CH2:26][CH3:27])[CH2:29][CH2:30][CH3:31])[cH:3][c:4]([CH3:24])[n:5][c:6]2[c:7](-[c:15]3[c:16]([CH3:23])[cH:17][c:18]([CH3:22])[cH:19][c:20]3[CH3:21])[c:8]3[cH:9][cH:10][cH:11][cH:12][n:13]3[c:14]12. Starting materials: ClC1=CC=C(CNC2=NC(=CC=C2)Cl)C=C1 ((4-chloro-benzyl)-(6-chloro-pyridin-2-yl)-amine), BrN1C(CCC1=O)=O (N-bromosuccinimide), O (water). Solvent: C(C)#N (acetonitrile), C(C)#N (acetonitrile). Conditions: time 8 hour. The product is BrC=1C=CC(=NC1Cl)NCC1=CC=C(C=C1)Cl ((5-bromo-6-chloro-pyridin-2-yl)-(4-chloro-benzyl)-amine). RXN SMILES: [Cl:1][C:2]1[CH:16]=[CH:15][C:5]([CH2:6][NH:7][C:8]2[CH:13]=[CH:12][CH:11]=[C:10]([Cl:14])[N:9]=2)=[CH:4][CH:3]=1.[Br:17]N1C(=O)CCC1=O.O>C(#N)C>[Br:17][C:11]1[CH:12]=[CH:13][C:8]([NH:7][CH2:6][C:5]2[CH:15]=[CH:16][C:2]([Cl:1])=[CH:3][CH:4]=2)=[N:9][C:10]=1[Cl:14]. Procedure details: To (4-chloro-benzyl)-(6-chloro-pyridin-2-yl)-amine (538, 4.00 g, 0.0158 mol) in acetonitrile (66.7 mL, 1.28 mol) under an atmosphere of nitrogen, N-bromosuccinimide (2.81 g, 0.0158 mol) in acetonitrile (20 mL) was added slowly. The reaction was stirred at room temperature overnight, then poured into water and extracted with ethyl acetate. The organic layer was dried over sodium sulfate, concentrated and crystallized with ethyl acetate in hexane to give a white solid (539, 2.60 g, 95.3%).